From a dataset of the Open Reaction Database (ORD), a public repository of structured organic reaction records. describe an organic reaction: reactants, conditions, products, and yield The reactants are O=C(C=1C=CN=CC1)C, [Zn].O=S(O)C(F)F. The reagents and catalysts are O=C(O)C(F)(F)F, OOC(C)(C)C. Run in O, ClCCl. Conditions: temperature 25 celsius, time 18 hour. The product is O=C(C=1C=CN=C(C1)C(F)F)C. The yield is 65.0%. The product is COc1ccc(C(=O)Nc2nc3cc4c(cc3[nH]2)NC(=O)C4(C)C)cc1. Starting materials: Br, COc1ccc(C(=O)Cl)cc1, CC1(C)C(=O)Nc2cc3[nH]c(N)nc3cc21, c1ccncc1. Reaction SMILES: [BrH:1].[C:18]([c:19]1[cH:20][cH:21][c:22]([O:25][CH3:26])[cH:23][cH:24]1)(=[O:27])[Cl:28].[NH2:2][c:3]1[nH:4][c:5]2[c:6]([n:7]1)[cH:8][c:9]1[c:10]([cH:11]2)[NH:12][C:13](=[O:17])[C:14]1([CH3:15])[CH3:16].[cH:29]1[cH:30][cH:31][n:32][cH:33][cH:34]1>>[NH:2]([c:3]1[nH:4][c:5]2[c:6]([n:7]1)[cH:8][c:9]1[c:10]([cH:11]2)[NH:12][C:13](=[O:17])[C:14]1([CH3:15])[CH3:16])[C:18]([c:19]1[cH:20][cH:21][c:22]([O:25][CH3:26])[cH:23][cH:24]1)=[O:27]. The reactants are NCC(=O)NCC(=O)OCc1ccccc1, ClCCl, CN1CCOCC1, CC(C)(C)OC(=O)NC(Cc1ccc(O)cc1)C(=O)Oc1cc(Cl)cc(Cl)c1Cl, Cl. Product: CC(C)(C)OC(=O)NC(Cc1ccc(O)cc1)C(=O)NCC(=O)NCC(=O)OCc1ccccc1. Reaction SMILES: [CH2:2]([c:3]1[cH:4][cH:5][cH:6][cH:7][cH:8]1)[O:9][C:10]([CH2:11][NH:12][C:13]([CH2:14][NH2:15])=[O:16])=[O:17].[CH2:54]([Cl:55])[Cl:56].[CH3:47][N:48]1[CH2:49][CH2:50][O:51][CH2:52][CH2:53]1.[Cl:18][c:19]1[c:20]([Cl:21])[cH:22][c:23]([Cl:24])[cH:25][c:26]1[O:27][C:28]([CH:29]([NH:30][C:31](=[O:32])[O:33][C:34]([CH3:35])([CH3:36])[CH3:37])[CH2:38][c:39]1[cH:40][cH:41][c:42]([OH:45])[cH:43][cH:44]1)=[O:46].[ClH:1]>>[CH2:2]([c:3]1[cH:4][cH:5][cH:6][cH:7][cH:8]1)[O:9][C:10]([CH2:11][NH:12][C:13]([CH2:14][NH:15][C:28](=[O:27])[CH:29]([NH:30][C:31](=[O:32])[O:33][C:34]([CH3:35])([CH3:36])[CH3:37])[CH2:38][c:39]1[cH:40][cH:41][c:42]([OH:45])[cH:43][cH:44]1)=[O:16])=[O:17]. The reactants are CCCCCCCCCCCC(=O)OCC, NCCN, C1CCOC1. The product is CCCCCCCCCCCC(=O)NCCN. RXN SMILES: [C:1]([CH2:2][CH2:3][CH2:4][CH2:5][CH2:6][CH2:7][CH2:8][CH2:9][CH2:10][CH2:11][CH3:12])([O:14][CH2:13][CH3:15])=[O:16].[NH2:17][CH2:18][CH2:19][NH2:20].[O:21]1[CH2:22][CH2:23][CH2:24][CH2:25]1>>[C:1]([CH2:2][CH2:3][CH2:4][CH2:5][CH2:6][CH2:7][CH2:8][CH2:9][CH2:10][CH2:11][CH3:12])(=[O:14])[NH:20][CH2:19][CH2:18][NH2:17]. Starting materials: pyridinium bromide perbromide, C(C)OC(CC(CCNC(=O)OCC1=CC=CC=C1)=O)=O (5-Benzyloxycarbonylamino-3-oxo-pentanoic acid ethyl ester), O (H2O). The solvent is C(C)(=O)O (acetic acid). Run at time 16 hour. Yields the product C(C)OC(CC(C(CNC(=O)OCC1=CC=CC=C1)Br)=O)=O (5-benzyloxycarbonylamino-4-bromo-3-oxo-pentanoic acid ethyl ester). RXN SMILES: [CH2:1]([O:3][C:4](=[O:21])[CH2:5][C:6](=[O:20])[CH2:7][CH2:8][NH:9][C:10]([O:12][CH2:13][C:14]1[CH:19]=[CH:18][CH:17]=[CH:16][CH:15]=1)=[O:11])[CH3:2].C1C=C[NH+]=CC=1.[Br:28][Br-]Br.O>C(O)(=O)C>[CH2:1]([O:3][C:4](=[O:21])[CH2:5][C:6](=[O:20])[CH:7]([Br:28])[CH2:8][NH:9][C:10]([O:12][CH2:13][C:14]1[CH:19]=[CH:18][CH:17]=[CH:16][CH:15]=1)=[O:11])[CH3:2] |f:1.2|. Reported procedure: 5-Benzyloxycarbonylamino-3-oxo-pentanoic acid ethyl ester (1.0 g, 3.4 mmol) is dissolved in glacial acetic acid (10 mL) and pyridinium bromide perbromide (1.1 g, 3.4 mmol) of is added. The reaction stirred 16 hrs and then poured into H2O (100 mL) and extracted with ethyl acetate (2×100 mL). The organic layers are combined and washed with H2O (2×100 mL) and with brine (2×100 mL). The organic layer is dried over MgSO4, filtered and reduced to an oil by rotary evaporation. The crude product is puri... Starting materials: ClC1=NC=C(C=C1)[N+](=O)[O-] (2-chloro-5-nitropyridine), [H-].[Na+] (sodium hydride), C(C)(=O)NC(C(=O)OCC)C(=O)OCC (diethyl acetamidomalonate), ClC1=NC=C(C=C1)[N+](=O)[O-] (2-chloro-5-nitropyridine). Run in CN(C)C=O (DMF), Cl (hydrochloric acid), CN(C=O)C (dimethylformamide), CN(C=O)C (dimethylformamide). Run at temperature 45 celsius, time 8 hour. The product is C(C)OC(C(C(=O)OCC)(C1=NC=C(C=C1)[N+](=O)[O-])NC(C)=O)=O (diethyl(acetylamino)(5-nitropyridin-2-yl)propanedioate). RXN SMILES: [H-].[Na+].[C:3]([NH:6][CH:7]([C:13]([O:15][CH2:16][CH3:17])=[O:14])[C:8]([O:10][CH2:11][CH3:12])=[O:9])(=[O:5])[CH3:4].Cl[C:19]1[CH:24]=[CH:23][C:22]([N+:25]([O-:27])=[O:26])=[CH:21][N:20]=1>CN(C)C=O.Cl>[CH2:11]([O:10][C:8](=[O:9])[C:7]([NH:6][C:3](=[O:5])[CH3:4])([C:19]1[CH:24]=[CH:23][C:22]([N+:25]([O-:27])=[O:26])=[CH:21][N:20]=1)[C:13]([O:15][CH2:16][CH3:17])=[O:14])[CH3:12] |f:0.1|. Procedure details: To a stirred slurry of sodium hydride (46 g, 1 mol, 50% oil dispersion) in dimethylformamide (500 mL, distilled from calcium oxide) was slowly added a solution of diethyl acetamidomalonate (217 g, 1 mol) in dimethylformamide (1200 mL). After the initial reaction, the slurry was heated to 45° C. for 1.5 hours and then 2-chloro-5-nitropyridine (159 g, 1 mol) in DMF (800 mL) was added. The mixture became dark brown during addition of the 2-chloro-5-nitropyridine. The mixture was stirred at 45° C. o... Reactants: BrC1=CC=C(C2=NN(N=C21)C2=CC=NC=C2)Br (4,7-dibromo-2-(pyridin-4-yl)-2H-benzo[d][1,2,3]triazole), C([O-])([O-])=O.[Na+].[Na+] (sodium carbonate), C1(=CC=CC=C1)N(C1=CC=C(C=C1)B(O)O)C1=CC=CC=C1 (4-(diphenylamino)phenylboronic acid), [OH-].[Na+] (NaOH). Reagents/catalysts: C=1C=CC(=CC1)[P](C=2C=CC=CC2)(C=3C=CC=CC3)[Pd]([P](C=4C=CC=CC4)(C=5C=CC=CC5)C=6C=CC=CC6)([P](C=7C=CC=CC7)(C=8C=CC=CC8)C=9C=CC=CC9)[P](C=1C=CC=CC1)(C=1C=CC=CC1)C=1C=CC=CC1 (tetrakis(triphenylphosphine)palladium). Solvent: C1(=CC=CC=C1)C (toluene), O1CCOCC1 (dioxane), O (water), O (water), ClCCl (dichloromethane). Reaction conditions: temperature 110 celsius, time 1 hour. The product is C1(=CC=CC=C1)N(C1=CC=CC=C1)C1=CC=C(C=C1)C1=CC=C(C2=NN(N=C21)C2=CC=NC=C2)C2=CC=C(C=C2)N(C2=CC=CC=C2)C2=CC=CC=C2 (4,7-bis(4-(N,N-diphenylamino)phenyl)-2-(pyridin-4-yl)-2H-benzo[d][1,2,3]triazole). Reaction SMILES: Br[C:2]1[C:10]2[C:6](=[N:7][N:8]([C:11]3[CH:16]=[CH:15][N:14]=[CH:13][CH:12]=3)[N:9]=2)[C:5](Br)=[CH:4][CH:3]=1.C(=O)([O-])[O-].[Na+].[Na+].[C:24]1([N:30]([C:40]2[CH:45]=[CH:44][CH:43]=[CH:42][CH:41]=2)[C:31]2[CH:36]=[CH:35][C:34](B(O)O)=[CH:33][CH:32]=2)[CH:29]=[CH:28][CH:27]=[CH:26][CH:25]=1.[OH-].[Na+]>ClCCl.C1C=CC([P]([Pd]([P](C2C=CC=CC=2)(C2C=CC=CC=2)C2C=CC=CC=2)([P](C2C=CC=CC=2)(C2C=CC=CC=2)C2C=CC=CC=2)[P](C2C=CC=CC=2)(C2C=CC=CC=2)C2C=CC=CC=2)(C2C=CC=CC=2)C2C=CC=CC=2)=CC=1.O.C1(C)C=CC=CC=1.O1CCOCC1>[C:24]1([N:30]([C:40]2[CH:45]=[CH:44][C:43]([C:2]3[C:10]4[C:6](=[N:7][N:8]([C:11]5[CH:16]=[CH:15][N:14]=[CH:13][CH:12]=5)[N:9]=4)[C:5]([C:43]4[CH:42]=[CH:41][C:40]([N:30]([C:31]5[CH:36]=[CH:35][CH:34]=[CH:33][CH:32]=5)[C:24]5[CH:29]=[CH:28][CH:27]=[CH:26][CH:25]=5)=[CH:45][CH:44]=4)=[CH:4][CH:3]=3)=[CH:42][CH:41]=2)[C:31]2[CH:36]=[CH:35][CH:34]=[CH:33][CH:32]=2)[CH:29]=[CH:28][CH:27]=[CH:26][CH:25]=1 |f:1.2.3,5.6,^1:54,56,75,94|. Reported procedure: A mixture of Intermediate A (purity 90%, 1.95 g, 5 mmol), sodium carbonate (2.69 g, 25 mmol), 4-(diphenylamino)phenylboronic acid (3.47 g, 12 mmol), tetrakis(triphenylphosphine)palladium (0) (0.58 g, 0.5 mmol), water (20 mL), dioxane (80 mL), and toluene (10 mL) was heated under argon at 110° C. for 48 hours. The reaction mixture was poured into water (200 mL), diluted with dichloromethane (200 mL), treated with 2N NaOH (50 mL), stirred for 1 hour, and the dichloromethane layer was separated. Th...